This data is from the Open Reaction Database (ORD), a public repository of structured organic reaction records. The task is: describe an organic reaction: reactants, conditions, products, and yield The reactants are FC(F)(Br)C(F)(F)Br, O=C([O-])[O-], CCCS, CN(C)C=O, [K+], [K+], Nc1cc(Cl)c(O)c(Cl)c1. The product is Nc1cc(Cl)c(OC(F)(F)C(F)(F)Br)c(Cl)c1. As a reaction SMILES: [Br:21][C:22]([C:23]([Br:24])([F:25])[F:26])([F:27])[F:28].[C:11](=[O:12])([O-:13])[O-:14].[CH2:17]([SH:18])[CH2:19][CH3:20].[CH3:29][N:30]([CH3:31])[CH:32]=[O:33].[K+:15].[K+:16].[NH2:1][c:2]1[cH:3][c:4]([Cl:10])[c:5]([OH:9])[c:6]([Cl:8])[cH:7]1>>[NH2:1][c:2]1[cH:3][c:4]([Cl:10])[c:5]([O:9][C:23]([C:22]([Br:21])([F:27])[F:28])([F:25])[F:26])[c:6]([Cl:8])[cH:7]1.